From a dataset of the Open Reaction Database (ORD), a public repository of structured organic reaction records. describe an organic reaction: reactants, conditions, products, and yield Starting materials: BrC=1N=C2C(=NC1)N(C=C2C(=O)O)COCC[Si](C)(C)C (2-bromo-5-(2-trimethylsilanylethoxymethyl)-5H-pyrrolo[2,3-b]pyrazine-7-carboxylic acid), C=1C=CC2=C(C1)N=NN2O (HOBt), CCN(C(C)C)C(C)C (i-Pr2NEt), Cl.N[C@H](C(C#N)(C)C)C ((S)-3-amino-2,2-dimethyl-butyronitrile hydrochloride), C(CCl)Cl (EDC). Run in CN(C)C=O (DMF). Run at time 18 hour. Yields the product C(#N)C([C@H](C)NC(=O)C1=CN(C2=NC=C(N=C21)Br)COCC[Si](C)(C)C)(C)C (2-bromo-5-(2-trimethylsilanyl-ethoxymethyl)-5H-pyrrolo[2,3-b]pyrazine-7-carboxylic acid ((S)-2-cyano-1,2,2-trimethyl-ethyl)-amide). Isolated yield 95.9%. RXN SMILES: [Br:1][C:2]1[N:3]=[C:4]2[C:10]([C:11]([OH:13])=O)=[CH:9][N:8]([CH2:14][O:15][CH2:16][CH2:17][Si:18]([CH3:21])([CH3:20])[CH3:19])[C:5]2=[N:6][CH:7]=1.Cl.[NH2:23][C@@H:24]([CH3:30])[C:25]([CH3:29])([CH3:28])[C:26]#[N:27].C(Cl)CCl.C1C=CC2N(O)N=NC=2C=1.CCN(C(C)C)C(C)C>CN(C=O)C>[C:26]([C:25]([CH3:29])([CH3:28])[C@@H:24]([NH:23][C:11]([C:10]1[C:4]2[C:5](=[N:6][CH:7]=[C:2]([Br:1])[N:3]=2)[N:8]([CH2:14][O:15][CH2:16][CH2:17][Si:18]([CH3:21])([CH3:20])[CH3:19])[CH:9]=1)=[O:13])[CH3:30])#[N:27] |f:1.2|. Procedure details: In a flask were combined 2-bromo-5-(2-trimethylsilanylethoxymethyl)-5H-pyrrolo[2,3-b]pyrazine-7-carboxylic acid (1.10 g, 2.95 mmol), (S)-3-amino-2,2-dimethyl-butyronitrile hydrochloride (439 mg, 2.95 mmol), EDC (1.3 g, 6.8 mmol) and HOBt (1.15 g, 6.8 mmol). DMF (27 mL) was added followed by i-Pr2NEt (3.6 mL, 20.7 mmol). The reaction mixture was stirred at room temperature for 18 h and then quenched with water and extracted with EtOAc. The organics were washed with 10% citric acid, sat'd NaHCO3, ... Reactants: FC(CN)(F)F (2,2,2-trifluoroethylamine), CS(=O)C(=C[N+](=O)[O-])SC (1-methylsulphinyl-1-methylthio-2-nitroethylene). Run in CO (methanol), CO (methanol). Yields the product CSC(=C[N+](=O)[O-])NCC(F)(F)F (1-Methylthio-1-(2,2,2-trifluoroethylamino)-2-nitroethylene). RXN SMILES: [F:1][C:2]([F:6])([F:5])[CH2:3][NH2:4].[CH3:7][S:8]([C:10](SC)=[CH:11][N+:12]([O-:14])=[O:13])=O>CO>[CH3:7][S:8][C:10]([NH:4][CH2:3][C:2]([F:6])([F:5])[F:1])=[CH:11][N+:12]([O-:14])=[O:13]. Procedure: A solution of 2,2,2-trifluoroethylamine (4.0 g) in methanol (45 ml) was added dropwise to a suspension of 1-methylsulphinyl-1-methylthio-2-nitroethylene (3.6 g) in methanol (150 ml) at 20° for 24 hours. Evaporation of the reaction mixture and recrystallisation from ether gave the title compound as a pale orange crystalline solid m.p. 101°-102°. The reactants are ClC1=C(C=C(C=N1)C1=CC=C2N=CC(=NC2=C1)NCC1CN(CCC1)C(=O)OC(C)(C)C)NS(=O)(=O)C1=CC=C(C=C1)F (tert-butyl 3-((7-(6-chloro-5-(4-fluorophenylsulfonamido)pyridin-3-yl)quinoxalin-2-ylamino)methyl)piperidine-1-carboxylate), C(=O)(C(F)(F)F)O (TFA). The solvent is C(Cl)Cl (DCM). Conditions: temperature 23 celsius, time 15 minute. The product is ClC1=NC=C(C=C1NS(=O)(=O)C1=CC=C(C=C1)F)C=1C=C2N=C(C=NC2=CC1)NCC1CNCCC1 (N-(2-chloro-5-(3-((3-piperidinylmethyl)amino)-6-quinoxalinyl)-3-pyridinyl)-4-fluorobenzenesulfonamide). As a reaction SMILES: [Cl:1][C:2]1[N:7]=[CH:6][C:5]([C:8]2[CH:17]=[C:16]3[C:11]([N:12]=[CH:13][C:14]([NH:18][CH2:19][CH:20]4[CH2:25][CH2:24][CH2:23][N:22](C(OC(C)(C)C)=O)[CH2:21]4)=[N:15]3)=[CH:10][CH:9]=2)=[CH:4][C:3]=1[NH:33][S:34]([C:37]1[CH:42]=[CH:41][C:40]([F:43])=[CH:39][CH:38]=1)(=[O:36])=[O:35].C(O)(C(F)(F)F)=O>C(Cl)Cl>[Cl:1][C:2]1[C:3]([NH:33][S:34]([C:37]2[CH:38]=[CH:39][C:40]([F:43])=[CH:41][CH:42]=2)(=[O:35])=[O:36])=[CH:4][C:5]([C:8]2[CH:17]=[C:16]3[C:11](=[CH:10][CH:9]=2)[N:12]=[CH:13][C:14]([NH:18][CH2:19][CH:20]2[CH2:25][CH2:24][CH2:23][NH:22][CH2:21]2)=[N:15]3)=[CH:6][N:7]=1. Procedure details: (Some starting materials may be obtained from Asta Tech, Inc., Princeton, N.J.) To a solution of tert-butyl 3-((7-(6-chloro-5-(4-fluorophenylsulfonamido)pyridin-3-yl)quinoxalin-2-ylamino)methyl)piperidine-1-carboxylate (5 mg, 8 μmol) in DCM (1 mL) was added TFA (1 mL) and the reaction was stirred at 23° C. for 15 min. The reaction was then concentrated in vacuo and coevaporated with DCM (3×; 1 ml) to give the desired product as a yellow film. MS (ESI pos. ion) m/z calc'd for C25H24ClFN6O2S: 526.... The reactants are C(C)(=O)OCC(=O)[C@]1([C@@H](CC2C3CCC4=CC(C=C[C@@]4(C3=CC[C@]12C)C)=O)C)O (2-((10S,13S,16R,17R)-17-hydroxy-10,13,16-trimethyl-3-oxo-6,7,8,10,12,13,14,15,16,17-decahydro-3H-cyclopenta[a]phenanthren-17-yl)-2-oxoethyl acetate), C(C)(=O)OCC([C@H]1[C@@H](CC2C3CCC4=CC(CC[C@@]4(C3=CC[C@]12C)C)=O)C)=O (2-oxo-2-((10S,13S,16R,17S)-10,13,16-trimethyl-3-oxo-2,3,6,7,8,10,12,13,14,15,16,17-dodecahydro-1H-cyclopenta[a]phenanthren-17-yl)ethyl acetate). Product: O[C@@]1([C@@H](CC2C3CCC4=CC(C=C[C@@]4(C3=CC[C@]12C)C)=O)C)C(CO)=O ((10S,13S,16R,17R)-17-hydroxy-17-(2-hydroxyacetyl)-10,13,16-trimethyl-6,7,8,10,12,13,14,15,16,17-decahydro-3H-cyclopenta[a]phenanthren-3-one). RXN SMILES: C([O:4][CH2:5][C:6]([C@:8]1([OH:29])[C@:24]2([CH3:25])[CH:11]([CH:12]3[C:21](=[CH:22][CH2:23]2)[C@:20]2([CH3:26])[C:15](=[CH:16][C:17](=[O:27])[CH:18]=[CH:19]2)[CH2:14][CH2:13]3)[CH2:10][C@H:9]1[CH3:28])=[O:7])(=O)C.C(OCC(=O)[C@@H]1[C@]2(C)C(C3C(=CC2)[C@]2(C)C(=CC(=O)CC2)CC3)C[C@H]1C)(=O)C>>[OH:29][C@@:8]1([C:6](=[O:7])[CH2:5][OH:4])[C@:24]2([CH3:25])[CH:11]([CH:12]3[C:21](=[CH:22][CH2:23]2)[C@:20]2([CH3:26])[C:15](=[CH:16][C:17](=[O:27])[CH:18]=[CH:19]2)[CH2:14][CH2:13]3)[CH2:10][C@H:9]1[CH3:28]. Procedure: Prepared according to Example 8, Step 2 substituting 2-((10S,13S,16R,17R)-17-hydroxy-10,13,16-trimethyl-3-oxo-6,7,8,10,12,13,14,15,16,17-decahydro-3H-cyclopenta[a]phenanthren-17-yl)-2-oxoethyl acetate for 2-oxo-2-((10S,13S,16R,17S)-10,13,16-trimethyl-3-oxo-2,3,6,7,8,10,12,13,14,15,16,17-dodecahydro-1H-cyclopenta[a]phenanthren-17-yl)ethyl acetate. Reactants: CCCCCCCCC=CCCCCCCCC(=O)Cl, Cc1ccc(C(=O)N(C)CCO)cc1. Yields the product CCCCCCCCC=CCCCCCCCC(=O)OCCN(C)C(=O)c1ccc(C)cc1. RXN SMILES: [C:15]([CH2:16][CH2:17][CH2:18][CH2:19][CH2:20][CH2:21][CH2:22][CH:23]=[CH:24][CH2:25][CH2:26][CH2:27][CH2:28][CH2:29][CH2:30][CH2:31][CH3:32])(=[O:33])[Cl:34].[CH3:1][N:2]([C:3](=[O:4])[c:5]1[cH:6][cH:7][c:8]([CH3:11])[cH:9][cH:10]1)[CH2:12][CH2:13][OH:14]>>[CH3:1][N:2]([C:3](=[O:4])[c:5]1[cH:6][cH:7][c:8]([CH3:11])[cH:9][cH:10]1)[CH2:12][CH2:13][O:14][C:15]([CH2:16][CH2:17][CH2:18][CH2:19][CH2:20][CH2:21][CH2:22][CH:23]=[CH:24][CH2:25][CH2:26][CH2:27][CH2:28][CH2:29][CH2:30][CH2:31][CH3:32])=[O:33]. Starting materials: B(Br)(Br)Br (Boron tribromide), COC1=C(C=C(C[C@H]2N(CCOC2)C(=O)C2=C(C=CC=C2)N2N=CC=N2)C=C1)C1=NC=CC=N1 ([(R)-3-(4-methoxy-3-pyrimidin-2-yl-benzyl)-morpholin-4-yl]-(2-[1,2,3]triazol-2-yl-phenyl)-methanone), Example 5. The solvent is C(Cl)Cl (DCM), C(Cl)Cl (DCM). Run at time 6 hour. The product is OC1=C(C=C(C[C@H]2N(CCOC2)C(=O)C2=C(C=CC=C2)N2N=CC=N2)C=C1)C1=NC=CC=N1 ([(R)-3-(4-Hydroxy-3-pyrimidin-2-yl-benzyl)-morpholin-4-yl]-(2-[1,2,3]triazol-2-yl-phenyl)-methanone). RXN SMILES: B(Br)(Br)Br.C[O:6][C:7]1[CH:32]=[CH:31][C:10]([CH2:11][C@@H:12]2[CH2:17][O:16][CH2:15][CH2:14][N:13]2[C:18]([C:20]2[CH:25]=[CH:24][CH:23]=[CH:22][C:21]=2[N:26]2[N:30]=[CH:29][CH:28]=[N:27]2)=[O:19])=[CH:9][C:8]=1[C:33]1[N:38]=[CH:37][CH:36]=[CH:35][N:34]=1>C(Cl)Cl>[OH:6][C:7]1[CH:32]=[CH:31][C:10]([CH2:11][C@@H:12]2[CH2:17][O:16][CH2:15][CH2:14][N:13]2[C:18]([C:20]2[CH:25]=[CH:24][CH:23]=[CH:22][C:21]=2[N:26]2[N:30]=[CH:29][CH:28]=[N:27]2)=[O:19])=[CH:9][C:8]=1[C:33]1[N:38]=[CH:37][CH:36]=[CH:35][N:34]=1. Procedure: Boron tribromide 1M soln. in DCM (0.8 mL, 0.8 mmol) was added to a −78° C. solution of [(R)-3-(4-methoxy-3-pyrimidin-2-yl-benzyl)-morpholin-4-yl]-(2-[1,2,3]triazol-2-yl-phenyl)-methanone Example 5 (72 mg, 0.16 mmol) in DCM (5 mL) and after complete addition the the reaction mixture was warmed to RT and stirred for 6 h. The reaction was quenched with sat. aq. NaHCO3 and the layers were separated. The aqueous layer was extracted with DCM (2×) and the combined organic extracts were dried over Na2SO... Starting materials: Example 1 ( 4 ), C(C)NC1=CC=CC=C1 (N-ethylaniline), crude product, C(#N)C1=CC=C(CC(C(=O)N(CC)CC)C(=O)NS(=O)(=O)C2=CC3=CC=CC=C3C=C2)C=C1 (2-(4-cyanobenzyl)-N,N-diethyl-N′-(2-naphthylsulfonyl)malonamide). Yields the product C(#N)C1=CC=C(CC(C(=O)N(C2=CC=CC=C2)CC)C(=O)NS(=O)(=O)C2=CC3=CC=CC=C3C=C2)C=C1 (2-(4-cyanobenzyl)-N-ethyl-N′-(2-naphthylsulfonyl)-N-phenylmalonamide). Yield: 103.9%. RXN SMILES: [C:1]([C:3]1[CH:33]=[CH:32][C:6]([CH2:7][CH:8]([C:16]([NH:18][S:19]([C:22]2[CH:31]=[CH:30][C:29]3[C:24](=[CH:25][CH:26]=[CH:27][CH:28]=3)[CH:23]=2)(=[O:21])=[O:20])=[O:17])[C:9]([N:11]([CH2:14][CH3:15])[CH2:12][CH3:13])=[O:10])=[CH:5][CH:4]=1)#[N:2].C(N[C:37]1[CH:42]=CC=[CH:39][CH:38]=1)C>>[C:1]([C:3]1[CH:33]=[CH:32][C:6]([CH2:7][CH:8]([C:16]([NH:18][S:19]([C:22]2[CH:31]=[CH:30][C:29]3[C:24](=[CH:25][CH:26]=[CH:27][CH:28]=3)[CH:23]=2)(=[O:20])=[O:21])=[O:17])[C:9]([N:11]([CH2:12][CH3:13])[C:14]2[CH:39]=[CH:38][CH:37]=[CH:42][CH:15]=2)=[O:10])=[CH:5][CH:4]=1)#[N:2]. Reported procedure: In the same manner as in Example 1 (4), a crude product was obtained using the compound (300 mg) obtained in Example 111 (4) and N-ethylaniline (107 mg). This was purified by silica gel column chromatography to give the title compound (344 mg) as a white powder.